The task is: describe an organic reaction: reactants, conditions, products, and yield. This data is from the Open Reaction Database (ORD), a public repository of structured organic reaction records. Starting materials: ClC=1C=C2C(NC=NC2=CC1SC)=O (6-chloro-7-methylthioquinazolin-4(3H)-one), BrCC(C[C@@H]1N(CCC[C@H]1OC)C(=O)OCC=C)=O (allyl trans-2-(3-bromo-2-oxopropyl)-3-methoxy-1-piperidinecarboxylate). The product is ClC=1C=C2C(N(C=NC2=CC1SC)CC(C[C@@H]1N(CCC[C@H]1OC)C(=O)OCC=C)=O)=O (Allyl trans-2-[3-(6-Chloro-7-methylthioquinazolin-4(3H)-on-3-yl)-2-oxopropyl]-3-methoxy-1-piperidinecarboxylate). As a reaction SMILES: [Cl:1][C:2]1[CH:3]=[C:4]2[C:9](=[CH:10][C:11]=1[S:12][CH3:13])[N:8]=[CH:7][NH:6][C:5]2=[O:14].Br[CH2:16][C:17](=[O:33])[CH2:18][C@H:19]1[C@H:24]([O:25][CH3:26])[CH2:23][CH2:22][CH2:21][N:20]1[C:27]([O:29][CH2:30][CH:31]=[CH2:32])=[O:28]>>[Cl:1][C:2]1[CH:3]=[C:4]2[C:9](=[CH:10][C:11]=1[S:12][CH3:13])[N:8]=[CH:7][N:6]([CH2:16][C:17](=[O:33])[CH2:18][C@H:19]1[C@H:24]([O:25][CH3:26])[CH2:23][CH2:22][CH2:21][N:20]1[C:27]([O:29][CH2:30][CH:31]=[CH2:32])=[O:28])[C:5]2=[O:14]. Procedure: In the manner of Example 4, 0.679 g (0.003 mol) of 6-chloro-7-methylthioquinazolin-4(3H)-one and 1.0 g (0.003 mol) of allyl trans-2-(3-bromo-2-oxopropyl)-3-methoxy-1-piperidinecarboxylate were converted into the title compound: yield 0.56 g (39%). 1H-NMR(CDCl3) 1.4-2.2 ppm (multiplet, 4H, OCHCH2CH2CH2N), 2.6 (singlet, 3H, SCH3), 2.8-3.4 (multiplet, 4H, NCH2, COCH2CH), 3.4 (singlet, 3H, OCH3), 4.0 (broad singlet, 1H, CHNCO), 4.6 (doublet, 2H, CH2CH=CH2), 5.0 (singlet, 2H, NCH2CO), 5.0-5.5 (multip... The reactants are C(C1=CC=CC=C1)(=O)NC1CN(C1)C(=O)OC(C)(C)C (tert-Butyl 3-benzamidoazetidine-1-carboxylate), C(F)(F)(F)C(=O)O (CF3CO2H), [BH-](OC(=O)C)(OC(=O)C)OC(=O)C.[Na+] (Na(OAc)3BH), C(=O)(OC(C)(C)C)N1CC(C1)=O (1-Boc-azetidin-3-one), [BH-](OC(=O)C)(OC(=O)C)OC(=O)C.[Na+] (Na(OAc)3BH), C(=O)(OC(C)(C)C)N1CC(C1)=O (1-Boc-azetidin-3-one). The solvent is C(Cl)Cl (CH2Cl2). Reaction conditions: time 1.5 hour. The product is C(C1=CC=CC=C1)(=O)NC1CN(C1)C1CN(C1)C(=O)OC(C)(C)C (tert-Butyl 3-benzamido-[1,3′-biazetidine]-1′-carboxylate). The yield is 53.5%. Reaction SMILES: [C:1]([NH:9][CH:10]1[CH2:13][N:12]([C:14](OC(C)(C)C)=O)[CH2:11]1)(=[O:8])[C:2]1[CH:7]=[CH:6][CH:5]=[CH:4][CH:3]=1.C(C(O)=O)(F)(F)F.[C:28]([N:35]1[CH2:38]C(=O)[CH2:36]1)([O:30][C:31]([CH3:34])([CH3:33])[CH3:32])=[O:29].[BH-](OC(C)=O)(OC(C)=O)OC(C)=O.[Na+]>C(Cl)Cl>[C:1]([NH:9][CH:10]1[CH2:11][N:12]([CH:14]2[CH2:38][N:35]([C:28]([O:30][C:31]([CH3:34])([CH3:33])[CH3:32])=[O:29])[CH2:36]2)[CH2:13]1)(=[O:8])[C:2]1[CH:3]=[CH:4][CH:5]=[CH:6][CH:7]=1 |f:3.4|. Reported procedure: To a solution of 1c (1.45 g, 5.25 mmol) in CH2Cl2 (20 mL) at room temperature was added CF3CO2H (5 mL). The reaction was stirred at room temperature for 1.5 h. The reaction was concentrated and the resulting residue was dissolved in a mixed solution of 1,2-dichloroethane (10 mL) and acetic acid (0.5 mL). To the resulting solution at room temperature was added 1-Boc-azetidin-3-one 1d (0.99 g, 5.79 mmol), followed by Na(OAc)3BH (1.23 g, 5.80 mmol). The reaction mixture was stirred at room temperat... Starting materials: NaHCO, CC=1C(CCN2C3=C(CCC12)C=C(C=C3)C)=O (4,8-dimethyl-1,2,5,6 tetrahydro-(11H)-benzo[c]quinolizine-3-one), solution, COC=CC(=C)O[Si](C)(C)C (1 -methoxy-3-(trimethylsilyloxy)-1-3-butadiene), COC=CC(=C)O[Si](C)(C)C (1 -methoxy-3-(trimethylsilyloxy)-1-3-butadiene). The reagents and catalysts are Cl[Ti](Cl)(Cl)Cl (TiCl4). The solvent is C(Cl)Cl (CH2Cl2), C(Cl)Cl (CH2Cl2). Run at time 1 hour. Product: C=1N2C3=C(CCC2CC(C1)=O)C=CC=C3 (4,4a,5,6-tetrahydro-(11H)-benzo[c]quinolizin-3-one). Isolated yield 25.1%. As a reaction SMILES: C[C:2]1[C:3](=[O:17])[CH2:4][CH2:5][N:6]2[C:11]=1[CH2:10][CH2:9][C:8]1[CH:12]=[C:13](C)[CH:14]=[CH:15][C:7]2=1.COC=CC(O[Si](C)(C)C)=C>C(Cl)Cl.Cl[Ti](Cl)(Cl)Cl>[CH:5]1[N:6]2[CH:11]([CH2:2][C:3](=[O:17])[CH:4]=1)[CH2:10][CH2:9][C:8]1[CH:12]=[CH:13][CH:14]=[CH:15][C:7]2=1. Procedure: To a stirred solution of compound 4 [(QW)n═H, R3═R4═H] (4 g, 14.42 mmol) of the example 3, in 75 ml of anhydrous CH2Cl2 under argon at −10° C. is added, dropwise in 7 min, 28.84 ml of a 1M solution of TiCl4 in CH2Cl2 maintaining the temperature below −5° C. Then 1 -methoxy-3-(trimethylsilyloxy)-1-3-butadiene (compound 6, R1═MeO, R2 ═H, R6═H) (3.29 ml, 17.3 mmol) is added by syringe at 0° C., and the reaction was left aside at room temperature for 1 h. The reaction mixture is added, cautiously, w...